Dataset: the Open Reaction Database (ORD), a public repository of structured organic reaction records. Task: describe an organic reaction: reactants, conditions, products, and yield Reaction conditions: temperature 60 celsius. The product is ClC=1N=C(C2=C(N1)C=C(S2)CN(S(=O)(=O)C)C2CN(CC2)C)N2CCOCC2 (N-(2-chloro-4-morpholin-4-yl-thieno[3,2-d]pyrimidin-6-ylmethyl)-N-(1-methyl-pyrrolidin-3-yl)-methanesulfonamide). As a reaction SMILES: [Cl:1][C:2]1[N:3]=[C:4]([N:22]2[CH2:27][CH2:26][O:25][CH2:24][CH2:23]2)[C:5]2[S:10][C:9]([CH2:11][N:12]([CH:17]3[CH2:21][CH2:20][NH:19][CH2:18]3)[S:13]([CH3:16])(=[O:15])=[O:14])=[CH:8][C:6]=2[N:7]=1.[CH:28](O)=O.C=O>[OH-].[Na+]>[Cl:1][C:2]1[N:3]=[C:4]([N:22]2[CH2:27][CH2:26][O:25][CH2:24][CH2:23]2)[C:5]2[S:10][C:9]([CH2:11][N:12]([CH:17]3[CH2:21][CH2:20][N:19]([CH3:28])[CH2:18]3)[S:13]([CH3:16])(=[O:14])=[O:15])=[CH:8][C:6]=2[N:7]=1 |f:3.4|. Reported procedure: A mixture of N-(2-Chloro-4-morpholin-4-yl-thieno[3,2-d]pyrimidin-6-ylmethyl)-N-pyrrolidin-3-yl-methanesulfonamide (200 mg), formic acid (2.5 mL) and formaldehyde (37% solution, 0.37 mL) was heated at 60° C. overnight. The mixture was diluted with 2M NaOH then extracted with CH2Cl2. Combined extracts were dried (MgSO4), filtered and concentrated. Purification on silica yielded N-(2-chloro-4-morpholin-4-yl-thieno[3,2-d]pyrimidin-6-ylmethyl)-N-(1-methyl-pyrrolidin-3-yl)-methanesulfonamide (38 mg). Starting materials: ClC=1N=C(C2=C(N1)C=C(S2)CN(S(=O)(=O)C)C2CNCC2)N2CCOCC2 (N-(2-Chloro-4-morpholin-4-yl-thieno[3,2-d]pyrimidin-6-ylmethyl)-N-pyrrolidin-3-yl-methanesulfonamide), C(=O)O (formic acid), C=O (formaldehyde). Solvent: [OH-].[Na+] (NaOH). Starting materials: C(=S)=S (CS2), C(C)C(CNCC(CCCC)CC)CCCC (di(2-ethylhexyl)amine), CC(C)O (2-propanol), C(=S)=S (carbon disulfide), [OH-].[Na+] (NaOH), reagent, C(=S)=S (Carbon disulfide). Product: C(C)C(CN(C([S-])=S)CC(CCCC)CC)CCCC.[Na+] (Sodium di(2-ethylhexyl)-dithiocarbamate Salt). RXN SMILES: [CH2:1]([CH:3]([CH2:14][CH2:15][CH2:16][CH3:17])[CH2:4][NH:5][CH2:6][CH:7]([CH2:12][CH3:13])[CH2:8][CH2:9][CH2:10][CH3:11])[CH3:2].[OH-].[Na+:19].CC(O)C.[C:24](=[S:26])=[S:25]>>[CH2:12]([CH:7]([CH2:8][CH2:9][CH2:10][CH3:11])[CH2:6][N:5]([CH2:4][CH:3]([CH2:1][CH3:2])[CH2:14][CH2:15][CH2:16][CH3:17])[C:24](=[S:25])[S-:26])[CH3:13].[Na+:19] |f:1.2,5.6|. Reported procedure: 50.0 grams (0.207 mol) of di(2-ethylhexyl)amine, 16.9 grams of a 50 wt % NaOH solution (0.211 mol NaOH), and 60 mL reagent 2-propanol were combined in a 250 mL 3-neck round bottom reaction flask equipped with an overhead stirrer, a thermocouple probe, a reflux condenser, a Clasien adapter and a 25 mL addition funnel. 12.7 mL (0.211 mol) carbon disulfide was charged into the addition funnel. Carbon disulfide was added dropwise over a 30 minute period. The reaction temperature was maintained at 20... The reactants are C(=C)[Mg]Cl (vinyl magnesium chloride), O=C(C/C=C/I)CCCC (4-oxo-1-iodo-trans-1-octene). Solvent: O1CCCC1 (tetrahydrofuran). Reaction conditions: time 30 minute. Product: OC(C/C=C/I)(CCCC)C=C (4-Hydroxy-4-vinyl-1-iodo-trans-1-octene). As a reaction SMILES: [CH:1]([Mg]Cl)=[CH2:2].[O:5]=[C:6]([CH2:11][CH2:12][CH2:13][CH3:14])[CH2:7]/[CH:8]=[CH:9]/[I:10]>O1CCCC1>[OH:5][C:6]([CH:1]=[CH2:2])([CH2:11][CH2:12][CH2:13][CH3:14])[CH2:7]/[CH:8]=[CH:9]/[I:10]. Procedure: To a stirred solution of 7.8 ml of vinyl magnesium chloride (2.3M in tetrahydrofuran), at -25° C is added a solution of 3.55 g of 4-oxo-1-iodo-trans-1-octene in 20 ml of tetrahydrofuran during 15 minutes. After the addition, the solution is stirred at -20° C to -15° C for 30 minutes. The reaction is quenched with a mixture of hexane and ice. The aqueous phase is separated and extracted with additional hexane. The combined hexane extracts are washed successively with water and brine. The solution... Starting materials: [Cl-].[NH4+] (ammonium chloride), [N-]=[N+]=[N-].[Na+] (sodium azide), CN1C(=CC=C1C1=CC=CC=C1)C=1C=C2C=CC(=CC2=CC1)OCC#N ({[6-(1-methyl-5-phenyl-1H-pyrrol-2-yl)-2-naphthyl]oxy}acetonitrile). Solvent: CN(C)C=O (DMF). Product: CN1C(=CC=C1C1=CC=CC=C1)C=1C=C2C=CC(=CC2=CC1)OCC1=NN=NN1 (5-({[6-(1-methyl-5-phenyl-1H-pyrrol-2-yl)-2-naphthyl]oxy}methyl)-1H-tetraazole). As a reaction SMILES: [CH3:1][N:2]1[C:6]([C:7]2[CH:12]=[CH:11][CH:10]=[CH:9][CH:8]=2)=[CH:5][CH:4]=[C:3]1[C:13]1[CH:14]=[C:15]2[C:20](=[CH:21][CH:22]=1)[CH:19]=[C:18]([O:23][CH2:24][C:25]#[N:26])[CH:17]=[CH:16]2.[Cl-].[NH4+].[N-:29]=[N+:30]=[N-:31].[Na+]>CN(C=O)C>[CH3:1][N:2]1[C:6]([C:7]2[CH:8]=[CH:9][CH:10]=[CH:11][CH:12]=2)=[CH:5][CH:4]=[C:3]1[C:13]1[CH:14]=[C:15]2[C:20](=[CH:21][CH:22]=1)[CH:19]=[C:18]([O:23][CH2:24][C:25]1[NH:31][N:30]=[N:29][N:26]=1)[CH:17]=[CH:16]2 |f:1.2,3.4|. Procedure details: In a similar manner as described in step 2 of Example 3, the title compound was prepared from {[6-(1-methyl-5-phenyl-1H-pyrrol-2-yl)-2-naphthyl]oxy}acetonitrile (0.20 g, 0.48 mmol), prepared in the previous step, ammonium chloride (0.077 g, 1.44 mmol) and sodium azide (0.094 g, 1.44 mmol) in DMF (10 mL). The precipitated solids were isolated by vacuum filtration to give 5-({[6-(1-methyl-5-phenyl-1H-pyrrol-2-yl)-2-naphthyl]oxy}methyl)-1H-tetraazole. as a white solid (0.228 g, 81%), mp 231–233° C.... Reactants: BrC1=CC=C2C=CNC2=C1 (6-bromo-1H-indole), C(C)OC(C=CC=1C=NC=CC1)=O (3-pyridin-3-yl-acrylic acid ethyl ester), C(C)OC(C=C(C1=CC=CC=C1)C1=C2C(=CNC2=CC=C1)C#N)=O (3-(3-Cyano-1H-Indol-4-yl)-3-phenyl-acrylic acid ethyl ester). Yields the product C(C)OC(C=C(C=1C=NC=CC1)C1=CC=C2C=CNC2=C1)=O (3-(1H-Indol-6-yl)-3-pyridin-3-yl-acrylic acid ethyl ester). Reaction SMILES: Br[C:2]1[CH:10]=[C:9]2[C:5]([CH:6]=[CH:7][NH:8]2)=[CH:4][CH:3]=1.[CH2:11]([O:13][C:14](=[O:23])[CH:15]=[CH:16][C:17]1[CH:18]=[N:19][CH:20]=[CH:21][CH:22]=1)[CH3:12].C(OC(=O)C=C(C1C=CC=C2C=1C(C#N)=CN2)C1C=CC=CC=1)C>>[CH2:11]([O:13][C:14](=[O:23])[CH:15]=[C:16]([C:2]1[CH:10]=[C:9]2[C:5]([CH:6]=[CH:7][NH:8]2)=[CH:4][CH:3]=1)[C:17]1[CH:18]=[N:19][CH:20]=[CH:21][CH:22]=1)[CH3:12]. Procedure: 3-(1H-Indol-6-yl)-3-pyridin-3-yl-acrylic acid ethyl ester CLVII was prepared from 6-bromo-1H-indole and 3-pyridin-3-yl-acrylic acid ethyl ester using the procedure described above for preparation of 3-(3-Cyano-1H-Indol-4-yl)-3-phenyl-acrylic acid ethyl ester LVIII (Example 14). Reactants: [Br-], C[Mg+], CCCc1sc(C(=O)N(C)OC)cc1-c1ccccc1, O. Yields the product CCCc1sc(C(C)=O)cc1-c1ccccc1. RXN SMILES: [Br-:1].[CH3:2][Mg+:3].[CH3:4][O:5][N:6]([C:7](=[O:8])[c:9]1[s:10][c:11]([CH2:20][CH2:21][CH3:22])[c:12](-[c:14]2[cH:15][cH:16][cH:17][cH:18][cH:19]2)[cH:13]1)[CH3:23].[OH2:24]>>[CH3:2][C:7](=[O:8])[c:9]1[s:10][c:11]([CH2:20][CH2:21][CH3:22])[c:12](-[c:14]2[cH:15][cH:16][cH:17][cH:18][cH:19]2)[cH:13]1. The reactants are N1=C(NC2=C1C=CC=C2)NN2C=NCC2 (Benzimidazolylamino-2-imidazoline), OS(=O)(=O)O.O=S(=O)=O (oleum), C([O-])([O-])=O.[Ca+2] (calcium carbonate). Solvent: ice water. Conditions: temperature 100 celsius. Yields the product N1C(=NCC1)NC=1NC2=C(N1)C=CC(=C2)S(=O)(=O)O (2-(2-Imidazoline-2-ylamino)benzimidazole-5-sulphonic acid). RXN SMILES: [N:1]1[C:5]2[CH:6]=[CH:7][CH:8]=[CH:9][C:4]=2[NH:3][C:2]=1[NH:10]N1CCN=C1.[OH:16][S:17]([OH:20])(=O)=[O:18].O=S(=O)=O.C(=O)([O-])[O-].[Ca+2]>>[NH:3]1[CH2:4][CH2:5][N:1]=[C:2]1[NH:10][C:2]1[NH:1][C:5]2[CH:6]=[C:7]([S:17]([OH:20])(=[O:18])=[O:16])[CH:8]=[CH:9][C:4]=2[N:3]=1 |f:1.2,3.4|. Procedure details: 2-(Benzimidazolylamino-2-imidazoline (5.00g) was treated cautiously with oleum (20 ml). The resulting solution was stirred and heated at 100°C for 11/2 hours. After cooling the solution was poured into ice/water (500 ml). Solid calcium carbonate was then added until the pH was 6.5. The white suspension was brought to the boil and the calcium sulphate filtered from the hot solution. The filtrate was concentrated under reduced pressure, brought to the boil again and filtered to remove a trace of i... Starting materials: SCC(CO)O (1-mercapto-2,3-propanediol), BrCC(=O)C1=CC(=C(C(=C1)OC)OC)OC (2-bromo-3',4',5'-trimethoxyacetophenone). The product is OC(CSCC(=O)C1=CC(=C(C(=C1)OC)OC)OC)CO (2-(2,3-dihydroxypropylthio)-3',4',5'-trimethoxyacetophenone). Yield: 94.8%. RXN SMILES: [SH:1][CH2:2][CH:3]([OH:6])[CH2:4][OH:5].Br[CH2:8][C:9]([C:11]1[CH:16]=[C:15]([O:17][CH3:18])[C:14]([O:19][CH3:20])=[C:13]([O:21][CH3:22])[CH:12]=1)=[O:10]>>[OH:6][CH:3]([CH2:4][OH:5])[CH2:2][S:1][CH2:8][C:9]([C:11]1[CH:12]=[C:13]([O:21][CH3:22])[C:14]([O:19][CH3:20])=[C:15]([O:17][CH3:18])[CH:16]=1)=[O:10]. Reported procedure: Substantially the same procedure as in Reference Example 13 was repeated using 1-mercapto-2,3-propanediol (12.25 g) and 2-bromo-3',4',5'-trimethoxyacetophenone (Compound XIa, 16.39 g) obtained in Reference Example 1 to give 2-(2,3-dihydroxypropylthio)-3',4',5'-trimethoxyacetophenone (Compound IX-13, 17.00 g).